From a dataset of the Open Reaction Database (ORD), a public repository of structured organic reaction records. describe an organic reaction: reactants, conditions, products, and yield Reactants: CC(C)([O-])C.[K+] (Potassium tert-butoxide), COCCO (2-Methoxyethanol), BrC=1C=CC(=NC1)Cl (5-Bromo-2-chloropyridine). Run in [Cl-].[Na+].O (brine), O1CCOCC1 (1,4-dioxane). Reaction conditions: time 10 minute. Product: BrC=1C=CC(=NC1)OCCOC (5-Bromo-2-(2-methoxy-ethoxy)-pyridine). Yield: 72.4%. RXN SMILES: [CH3:1][O:2][CH2:3][CH2:4][OH:5].CC(C)([O-])C.[K+].[Br:12][C:13]1[CH:14]=[CH:15][C:16](Cl)=[N:17][CH:18]=1>O1CCOCC1.[Cl-].[Na+].O>[Br:12][C:13]1[CH:14]=[CH:15][C:16]([O:5][CH2:4][CH2:3][O:2][CH3:1])=[N:17][CH:18]=1 |f:1.2,5.6.7|. Procedure details: 2-Methoxyethanol (5.12 mL, 85.0 mmol) was dissolved in 1,4-dioxane (125 ml). Potassium tert-butoxide (7.00 g, 62.4 mmol) was added under N2. The mixture was stirred for 10 minutes. 5-Bromo-2-chloropyridine (10.0 g, 52.0 mmol) was added and the resulting mixture was refluxed for 2 hours. The mixture was poured into brine and extracted with EtOAc. The organic layer was washed with brine, dried over MgSO4 and evaporated to dryness. Purification by flash chromatography (silica, heptanes/EtOAc 4:1) g...